From a dataset of the Open Reaction Database (ORD), a public repository of structured organic reaction records. describe an organic reaction: reactants, conditions, products, and yield Starting materials: CCCCCCCCCCCCc1ccc(S(=O)(=O)Cl)cc1, Cl, CC(C)(C)c1nnc(N)s1, c1ccncc1. Yields the product CCCCCCCCCCCCc1ccc(S(=O)(=O)Nc2nnc(C(C)(C)C)s2)cc1. Reaction SMILES: [CH2:11]([CH2:12][CH2:13][CH2:14][CH2:15][CH2:16][CH2:17][CH2:18][CH2:19][CH2:20][CH2:21][CH3:22])[c:23]1[cH:24][cH:25][c:26]([S:29](=[O:30])(=[O:31])[Cl:32])[cH:27][cH:28]1.[ClH:33].[NH2:1][c:2]1[s:3][c:4]([C:7]([CH3:8])([CH3:9])[CH3:10])[n:5][n:6]1.[cH:34]1[cH:35][cH:36][n:37][cH:38][cH:39]1>>[NH:1]([c:2]1[s:3][c:4]([C:7]([CH3:8])([CH3:9])[CH3:10])[n:5][n:6]1)[S:29]([c:26]1[cH:25][cH:24][c:23]([CH2:11][CH2:12][CH2:13][CH2:14][CH2:15][CH2:16][CH2:17][CH2:18][CH2:19][CH2:20][CH2:21][CH3:22])[cH:28][cH:27]1)(=[O:30])=[O:31]. Reactants: B(F)(F)F.CCOCC (boron trifluoride etherate), SC(CO)CS (2,3-dimercapto-1-propanol), C(C1=CC=CC=C1)(=O)CCC(=O)OC (methyl 3-benzoylpropionate). The solvent is C(Cl)Cl (methylene chloride). Product: SCC1SC(OC1)(CCC(=O)OC)C1=CC=CC=C1 (Methyl 4-(mercaptomethyl)-2-phenyl-1,3-oxathiolane-2-propanoate), product. Yield: 31.0%. As a reaction SMILES: [SH:1][CH:2]([CH2:5][SH:6])[CH2:3][OH:4].[C:7]([CH2:15][CH2:16][C:17]([O:19][CH3:20])=[O:18])(=O)[C:8]1[CH:13]=[CH:12][CH:11]=[CH:10][CH:9]=1.B(F)(F)F.CCOCC>C(Cl)Cl>[SH:6][CH2:5][CH:2]1[CH2:3][O:4][C:7]([C:8]2[CH:9]=[CH:10][CH:11]=[CH:12][CH:13]=2)([CH2:15][CH2:16][C:17]([O:19][CH3:20])=[O:18])[S:1]1 |f:2.3|. Procedure: The title compound was prepared according to the procedure of Example 1 using 2,3-dimercapto-1-propanol (2.3 g, 0.019 mol), methyl 3-benzoylpropionate from Example 67 (3.7 g, 0.019 mol) and boron trifluoride etherate (0.5 ml) in methylene chloride (50 ml). The crude product was chromatographed on silica gel using 1% acetone/toluene as eluent to give 1.0 g (31%) of product. Reactants: CC1=NC2=CC=CC(=C2C=C1)N1CCN(CC1)CCC=1C=C(C=CC1)NCC1N(CCC1)C(=O)OC(C)(C)C (1,1-dimethylethyl 2-{[(3-{2-[4-(2-methyl-5-quinolinyl)-1-piperazinyl]ethyl}phenyl)amino]methyl}-1-pyrrolidinecarboxylate), Cl (hydrogen chloride), ClC(Cl)(OC(OC(Cl)(Cl)Cl)=O)Cl (triphosgene), C(C)(C)NC(C)C (diisopropylamine). Solvent: CO (methanol), CCOCC (ether). Conditions: time 30 minute. Product: CC1=NC2=CC=CC(=C2C=C1)N1CCN(CC1)CCC=1C=C(C=CC1)N1C(N2[C@@H](C1)CCC2)=O ((R)-2-(3-{2-[4-(2-Methyl-5-quinolinyl)-1-piperazinyl]ethyl}phenyl)hexahydro-3H-pyrrolo[1,2-c]imidazol-3-one). Reaction SMILES: [CH3:1][C:2]1[CH:11]=[CH:10][C:9]2[C:4](=[CH:5][CH:6]=[CH:7][C:8]=2[N:12]2[CH2:17][CH2:16][N:15]([CH2:18][CH2:19][C:20]3[CH:21]=[C:22]([NH:26][CH2:27][CH:28]4[CH2:32][CH2:31][CH2:30][N:29]4[C:33]([O:35]C(C)(C)C)=O)[CH:23]=[CH:24][CH:25]=3)[CH2:14][CH2:13]2)[N:3]=1.Cl.ClC(Cl)(OC(=O)OC(Cl)(Cl)Cl)Cl.C(NC(C)C)(C)C>CO.CCOCC>[CH3:1][C:2]1[CH:11]=[CH:10][C:9]2[C:4](=[CH:5][CH:6]=[CH:7][C:8]=2[N:12]2[CH2:13][CH2:14][N:15]([CH2:18][CH2:19][C:20]3[CH:21]=[C:22]([N:26]4[CH2:27][C@H:28]5[CH2:32][CH2:31][CH2:30][N:29]5[C:33]4=[O:35])[CH:23]=[CH:24][CH:25]=3)[CH2:16][CH2:17]2)[N:3]=1. Reported procedure: A solution of (R)-(1,1-dimethylethyl 2-{[(3-{2-[4-(2-methyl-5-quinolinyl)-1-piperazinyl]ethyl}phenyl)amino]methyl}-1-pyrrolidinecarboxylate in methanol was treated with a solution of hydrogen chloride in ether (1M). The resulting mixture was stirred 30 minutes then concentrated under vacuum and then loaded onto an ion-exchange cartridge (SCX-2) and eluted with methanol followed by ammonia in methanol (1 M). The combined basic fractions were concentrated under vacuum. The residue, (10 mg) was the... Reactants: C1(CC1)N1C=C(C(C2=CC(=C(C(=C12)F)N1COC(C1)COC(C1=CC=CC=C1)=O)F)=O)C(=O)OCC (ethyl 1-cyclopropyl-6,8-difluoro-7-(5-benzoyloxymethyl-3-oxazolidinyl)-1,4-dihydro-4-oxoquinoline-3-carboxylate), C(C)O (ethanol), C([O-])([O-])=O.[Na+].[Na+] (sodium carbonate). The solvent is C(C)(=O)O (acetic acid). Product: C1(CC1)N1C=C(C(C2=CC(=C(C(=C12)F)N1COC(C1)CO)F)=O)C(=O)O (1-Cyclopropyl-6,8-difluoro-7-(5-hydroxymethyl-3-oxazolidinyl)-1,4-dihydro-4-oxoquinoline-3-carboxylic acid). Isolated yield 88.2%. Reaction SMILES: [CH:1]1([N:4]2[C:13]3[C:8](=[CH:9][C:10]([F:30])=[C:11]([N:15]4[CH2:19][CH:18]([CH2:20][O:21]C(=O)C5C=CC=CC=5)[O:17][CH2:16]4)[C:12]=3[F:14])[C:7](=[O:31])[C:6]([C:32]([O:34]CC)=[O:33])=[CH:5]2)[CH2:3][CH2:2]1.C(O)C.C(=O)([O-])[O-].[Na+].[Na+]>C(O)(=O)C>[CH:1]1([N:4]2[C:13]3[C:8](=[CH:9][C:10]([F:30])=[C:11]([N:15]4[CH2:19][CH:18]([CH2:20][OH:21])[O:17][CH2:16]4)[C:12]=3[F:14])[C:7](=[O:31])[C:6]([C:32]([OH:34])=[O:33])=[CH:5]2)[CH2:2][CH2:3]1 |f:2.3.4|. Procedure: A mixture of 250 mg of ethyl 1-cyclopropyl-6,8-difluoro-7-(5-benzoyloxymethyl-3-oxazolidinyl)-1,4-dihydro-4-oxoquinoline-3-carboxylate, 2 ml of ethanol and 10 ml of 10% aq. sodium carbonate solution was stirred under reflux for 1 hour. The reaction mixture was allowed to cool down and then acidified with acetic acid. Crystals thus precipitated were collected by filtration. They were washed with water and ethanol and then dried, whereby 162 mg of the title compound was obtained. Reactants: O (water), S(O)(O)(=O)=O (sulphuric acid), ClC1=NC(=C(C(=N1)Cl)C(C)C)CC1=CC=CC=C1 (2,4-dichloro-5-(1-methylethyl)-6-(phenylmethyl)pyrimidine). Run in C(C)O (ethanol). Yields the product CC(C)C=1C(NC(NC1CC1=CC=CC=C1)=O)=O (5-(1-methylethyl)-6-(phenylmethyl)pyrimidine-2,4-(1H,3H)-dione). Reaction SMILES: Cl[C:2]1[N:7]=[C:6](Cl)[C:5]([CH:9]([CH3:11])[CH3:10])=[C:4]([CH2:12][C:13]2[CH:18]=[CH:17][CH:16]=[CH:15][CH:14]=2)[N:3]=1.[OH2:19].S(=O)(=O)(O)[OH:21]>C(O)C>[CH3:10][CH:9]([C:5]1[C:6](=[O:21])[NH:7][C:2](=[O:19])[NH:3][C:4]=1[CH2:12][C:13]1[CH:18]=[CH:17][CH:16]=[CH:15][CH:14]=1)[CH3:11]. Reported procedure: 50 g of compound of Example 12 are brought to reflux for 16 hours in a mixture of 200 ml of ethanol, 50 ml of water and 50 ml of sulphuric acid. At the end of the reaction, the ethanol is distilled off under atmospheric pressure, 100 ml of water are added and then the pH of the medium is brought to 2/3 by running in 30% sodium hydroxide solution. The precipitate obtained is filtered off, washed with water and washed with acetone in order to lead, after drying, to 30.6 g of 5-(1-methylethyl)-6-(p... The reactants are ClC1=NC2=CC=C(C=C2N=C1)Cl (2,6-dichloroquinoxaline), FC1=C(OC(C(=O)OCC)C)C=CC(=C1)O (ethyl 2-(2-fluoro-4-hydroxyphenoxy)propionate), C([O-])([O-])=O.[K+].[K+] (potassium carbonate), CN(C=O)C (dimethylformamide). Run in O (water). Reaction conditions: temperature 100 celsius. Product: FC1=C(OC(C(=O)OCC)C)C=CC(=C1)OC1=NC2=CC=C(C=C2N=C1)Cl (ethyl 2-[2-fluoro-4-(6-chloroquinoxalin-2-yloxy)phenoxy]propionate). Reaction SMILES: Cl[C:2]1[CH:11]=[N:10][C:9]2[C:4](=[CH:5][CH:6]=[C:7]([Cl:12])[CH:8]=2)[N:3]=1.[F:13][C:14]1[CH:27]=[C:26]([OH:28])[CH:25]=[CH:24][C:15]=1[O:16][CH:17]([CH3:23])[C:18]([O:20][CH2:21][CH3:22])=[O:19].C(=O)([O-])[O-].[K+].[K+].CN(C)C=O>O>[F:13][C:14]1[CH:27]=[C:26]([O:28][C:2]2[CH:11]=[N:10][C:9]3[C:4](=[CH:5][CH:6]=[C:7]([Cl:12])[CH:8]=3)[N:3]=2)[CH:25]=[CH:24][C:15]=1[O:16][CH:17]([CH3:23])[C:18]([O:20][CH2:21][CH3:22])=[O:19] |f:2.3.4|. Procedure details: A mixture of 2,6-dichloroquinoxaline (0.99 g 0.005 mole), ethyl 2-(2-fluoro-4-hydroxyphenoxy)propionate (1.14 g, 0.005 mole), anhydrous potassium carbonate (0.76 g, 0.0055 mole) and dimethylformamide (20 ml) was stirred and heated at 100° C. for 2 hours. The mixture was cooled and then poured into water (200 ml) to give a white precipitate which was collected by filtration. Recrystallization from ethanol gave the product, ethyl 2-[2-fluoro-4-(6-chloroquinoxalin-2-yloxy)phenoxy]propionate, as col... The reactants are CC1=C(C(=NC(=N1)Cl)Cl)CC(=O)OC (Methyl α-[6-methyl-2,4-dichloro-5-pyrimidinyl]-acetate), OC=1C=C(C=CC1)C1=CC=CC=C1 (3-hydroxybiphenyl), C([O-])([O-])=O.[K+].[K+] (potassium carbonate). Run in CN(C=O)C (dimethylformamide). The product is CC1=C(C(=NC(=N1)Cl)OC1=CC(=CC=C1)C1=CC=CC=C1)CC(=O)OC (methyl α-[6-methyl-2-chloro-4-(3-phenylphenoxy)-5-pyrimidinyl]-acetate). As a reaction SMILES: [CH3:1][C:2]1[N:7]=[C:6]([Cl:8])[N:5]=[C:4](Cl)[C:3]=1[CH2:10][C:11]([O:13][CH3:14])=[O:12].[OH:15][C:16]1[CH:17]=[C:18]([C:22]2[CH:27]=[CH:26][CH:25]=[CH:24][CH:23]=2)[CH:19]=[CH:20][CH:21]=1.C(=O)([O-])[O-].[K+].[K+]>CN(C)C=O>[CH3:1][C:2]1[N:7]=[C:6]([Cl:8])[N:5]=[C:4]([O:15][C:16]2[CH:21]=[CH:20][CH:19]=[C:18]([C:22]3[CH:23]=[CH:24][CH:25]=[CH:26][CH:27]=3)[CH:17]=2)[C:3]=1[CH2:10][C:11]([O:13][CH3:14])=[O:12] |f:2.3.4|. Procedure: Methyl α-[6-methyl-2,4-dichloro-5-pyrimidinyl]-acetate (4 g, 18 mmol), 3-hydroxybiphenyl (3 g, 18 mmol) and potassium carbonate (11 g, 80 mmol) in dimethylformamide (50 ml) are stirred at +80° C. for 2 hours. Workup as for example 1a) gives pure methyl α-[6-methyl-2-chloro-4-(3-phenylphenoxy)-5-pyrimidinyl]-acetate. 1H (CDCl3):7.65-7.05 (m, 9H); 3.82 (s, 2H); 3.76 (s, 3H); 2.52 (s, 3H). The reactants are [OH-].[Na+] (NaOH), C1(=CC=CC=C1)N(N=O)C(C)(C)C (Phenyl-t-butylnitrosoamine), resultant mixture, ClCCl (Dichloromethane). The reagents and catalysts are [Zn] (zinc). Solvent: C(C)(=O)O (acetic acid), O (water). Product: C1(=CC=CC=C1)N(N)C(C)(C)C (N-phenyl-t-butylhydrazine). As a reaction SMILES: [C:1]1([N:7]([C:10]([CH3:13])([CH3:12])[CH3:11])[N:8]=O)[CH:6]=[CH:5][CH:4]=[CH:3][CH:2]=1.ClCCl.[OH-].[Na+]>O.C(O)(=O)C.[Zn]>[C:1]1([N:7]([C:10]([CH3:13])([CH3:12])[CH3:11])[NH2:8])[CH:6]=[CH:5][CH:4]=[CH:3][CH:2]=1 |f:2.3|. Procedure details: To a stirred suspension of zinc dust (5.14 g, 0.079 mol) in water (15 ml) was added dropwise a solution of the compound of Example 560B (3.5 g, 0.02 mol) in acetic acid (9 ml) and the resultant mixture was stirred for 1 hr at r.t. Dichloromethane (20 ml) was added, the mixture was adjusted to pH 8–9 with 15% NaOH, The zinc dust was removed by filtration, and the crude reaction mixture was extracted with dichloromethane. The combined organic layers were dried (MgSO4). Yield 1.97 g (60%).